From a dataset of the Open Reaction Database (ORD), a public repository of structured organic reaction records. describe an organic reaction: reactants, conditions, products, and yield The reactants are BrC1=CC2=C(CCN(CC2C)C(C(F)(F)F)=O)N=C1O (3-bromo-5-methyl-7-(trifluoroacetyl)-6,7,8,9-tetrahydro-5H -pyrido[2,3-d]azepin-2-ol), O(S(=O)(=O)C(F)(F)F)S(=O)(=O)C(F)(F)F (Tf2O), C(=O)([O-])[O-].[K+].[K+] (K2CO3). Solvent: C(Cl)Cl (DCM). Conditions: time 16 hour. Yields the product FC(S(=O)(=O)OC=1C(=CC2=C(CCN(CC2C)C(C(F)(F)F)=O)N1)Br)(F)F (3-bromo-5-methyl-7-(trifluoroacetyl)-6,7,8,9-tetrahydro-5H-pyrido[2,3-d]azepin-2-yl trifluoromethanesulfonate). Yield: 26.0%. As a reaction SMILES: [Br:1][C:2]1[C:19]([OH:20])=[N:18][C:5]2[CH2:6][CH2:7][N:8]([C:12](=[O:17])[C:13]([F:16])([F:15])[F:14])[CH2:9][CH:10]([CH3:11])[C:4]=2[CH:3]=1.[O:21](S(C(F)(F)F)(=O)=O)[S:22]([C:25]([F:28])([F:27])[F:26])(=O)=[O:23].C([O-])([O-])=O.[K+].[K+]>C(Cl)Cl>[F:26][C:25]([F:28])([F:27])[S:22]([O:20][C:19]1[C:2]([Br:1])=[CH:3][C:4]2[CH:10]([CH3:11])[CH2:9][N:8]([C:12](=[O:17])[C:13]([F:14])([F:16])[F:15])[CH2:7][CH2:6][C:5]=2[N:18]=1)(=[O:23])=[O:21] |f:2.3.4|. Procedure: A mixture of 3-bromo-5-methyl-7-(trifluoroacetyl)-6,7,8,9-tetrahydro-5H -pyrido[2,3-d]azepin-2-ol (30.0 mg, 85.0 μmol), Tf2O (50 μl), K2CO3 (18 mg) and DCM (1 ml) was stirred for 16 h at room temperature. The mixture was extracted with sat. aq. NaHCO3, dried over Na2SO4, concentrated in vacuo and purified by column chromatography to yield 11.0 mg (26%) of 3-bromo-5-methyl-7-(trifluoroacetyl)-6,7,8,9-tetrahydro-5H-pyrido[2,3-d]azepin-2-yl trifluoromethanesulfonate. A mixture of methylamine (50 μl... The reactants are Nc1ccc2c(cnn2CCN2CCCC2)c1, O=C(O)C=Cc1ccc(-c2ccccc2)cc1. Product: O=C(C=Cc1ccc(-c2ccccc2)cc1)Nc1ccc2c(cnn2CCN2CCCC2)c1. Reaction SMILES: [N:1]1([CH2:6][CH2:7][n:8]2[n:9][cH:10][c:11]3[cH:12][c:13]([NH2:17])[cH:14][cH:15][c:16]23)[CH2:2][CH2:3][CH2:4][CH2:5]1.[c:18]1(-[c:29]2[cH:30][cH:31][cH:32][cH:33][cH:34]2)[cH:19][cH:20][c:21]([CH:24]=[CH:25][C:26](=[O:27])[OH:28])[cH:22][cH:23]1>>[N:1]1([CH2:6][CH2:7][n:8]2[n:9][cH:10][c:11]3[cH:12][c:13]([NH:17][C:26]([CH:25]=[CH:24][c:21]4[cH:20][cH:19][c:18](-[c:29]5[cH:30][cH:31][cH:32][cH:33][cH:34]5)[cH:23][cH:22]4)=[O:27])[cH:14][cH:15][c:16]23)[CH2:2][CH2:3][CH2:4][CH2:5]1. Reactants: C1(=CC=CC=2CCCCC12)C(=O)Cl (5,6,7,8-tetrahydro-1-naphthalenecarbonyl chloride), O (H2O), ClC1=CC=C(C=C1)C(CCO)CNC (3-(4-chloropenyl)-N-methyl-4-amino-1-butanol). Solvent: C(Cl)Cl (DCM), C(Cl)Cl (DCM), C(Cl)Cl (DCM), [OH-].[Na+] (NaOH). Run at temperature 0 celsius, time 2.5 hour. Product: ClC1=CC=C(C=C1)C(CN(C(=O)C1=CC=CC=2CCCCC12)C)CCO (N-[2-(4-Chlorophenyl)-4-hydroxybutyl]-N-methyl-5,6,7,8-tetrahydro-1-naphthamide). Isolated yield 90.4%. As a reaction SMILES: [Cl:1][C:2]1[CH:7]=[CH:6][C:5]([CH:8]([CH2:12][NH:13][CH3:14])[CH2:9][CH2:10][OH:11])=[CH:4][CH:3]=1.[C:15]1([C:25](Cl)=[O:26])[C:24]2[CH2:23][CH2:22][CH2:21][CH2:20][C:19]=2[CH:18]=[CH:17][CH:16]=1.O>C(Cl)Cl.[OH-].[Na+]>[Cl:1][C:2]1[CH:3]=[CH:4][C:5]([CH:8]([CH2:9][CH2:10][OH:11])[CH2:12][N:13]([CH3:14])[C:25]([C:15]2[C:24]3[CH2:23][CH2:22][CH2:21][CH2:20][C:19]=3[CH:18]=[CH:17][CH:16]=2)=[O:26])=[CH:6][CH:7]=1 |f:4.5|. Procedure: To a stirred cooled (0° C.) mixture of 3-(4-chloropenyl)-N-methyl-4-amino-1-butanol (0.706 g, 3.30 mmol) in DCM (25 mL) and 1N NaOH (4.13 mL) was added dropwise a solution of 5,6,7,8-tetrahydro-1-naphthalenecarbonyl chloride (0.643 g, 3.30 mmol) in DCM (10 mL). The mixture was stirred at 0° C. for 2.5 h, H2O and DCM were added and the mixture was extracted with DCM (2×20 mL). The combined organic layers were dried (MgSO4), filtered, and concentrated in vacuo. Purification by chromatography (0%, ...